From a dataset of the Open Reaction Database (ORD), a public repository of structured organic reaction records. describe an organic reaction: reactants, conditions, products, and yield Reactants: C(#N)C1=CC(=C(C=C1)C1=NC=CC2=CC(=CC=C12)S(=O)(=O)OC1=C(C(=C(C(=C1F)F)F)F)F)OC (perfluorophenyl 1-(4-cyano-2-methoxyphenyl)isoquinoline-6-sulfonate), S1C(=NC=C1)N (thiazol-2-amine), C1CCOC1 (THF), C[Si](C)(C)[N-][Si](C)(C)C.[Li+] (lithium bis(trimethylsilyl)amide), 5-g. Solvent: C(Cl)Cl (DCM). Conditions: time 20 minute. Yields the product C(#N)C1=CC(=C(C=C1)C1=NC=CC2=CC(=CC=C12)S(=O)(=O)NC=1SC=CN1)OC (1-(4-cyano-2-methoxyphenyl)-N-(thiazol-2-yl)isoquinoline-6-sulfonamide). Yield: 100.8%. Reaction SMILES: [C:1]([C:3]1[CH:8]=[CH:7][C:6]([C:9]2[C:18]3[C:13](=[CH:14][C:15]([S:19](OC4C(F)=C(F)C(F)=C(F)C=4F)(=[O:21])=[O:20])=[CH:16][CH:17]=3)[CH:12]=[CH:11][N:10]=2)=[C:5]([O:34][CH3:35])[CH:4]=1)#[N:2].[S:36]1[CH:40]=[CH:39][N:38]=[C:37]1[NH2:41].C1COCC1.C[Si]([N-][Si](C)(C)C)(C)C.[Li+]>C(Cl)Cl>[C:1]([C:3]1[CH:8]=[CH:7][C:6]([C:9]2[C:18]3[C:13](=[CH:14][C:15]([S:19]([NH:41][C:37]4[S:36][CH:40]=[CH:39][N:38]=4)(=[O:20])=[O:21])=[CH:16][CH:17]=3)[CH:12]=[CH:11][N:10]=2)=[C:5]([O:34][CH3:35])[CH:4]=1)#[N:2] |f:3.4|. Reported procedure: A vial was charged with perfluorophenyl 1-(4-cyano-2-methoxyphenyl)isoquinoline-6-sulfonate (67.07 mg, 0.132 mmol), thiazol-2-amine (13.26 mg, 0.132 mmol), and THF (662 μl) to give a clear, colorless solution. The vial was cooled in an ice-water bath for 15 min, then lithium bis(trimethylsilyl)amide (1M in THF) (265 μl, 0.265 mmol) was added drop wise. After 20 min, the mixture was loaded onto a 5-g silica gel loading column with DCM. The column was dried under vacuum for 5 min then eluted onto ... The reactants are C(C1=CC=CC=C1)OC1=C2C=C(NC2=CC=C1OCC)C (4-benzyloxy-5-ethoxy-2-methylindole), C(C1=CC=CC=C1)OC1=C2C=C(NC2=CC=C1OC)C (4-benzyloxy-5-methoxy-2-methylindole). Product: OC1=C2C=C(NC2=CC=C1OC)C (4-hydroxy-5-methoxy-2-methylindole). Yield: 89.0%. Reaction SMILES: C([O:8][C:9]1[C:17]([O:18][CH2:19]C)=[CH:16][CH:15]=[C:14]2[C:10]=1[CH:11]=[C:12]([CH3:21])[NH:13]2)C1C=CC=CC=1.C(OC1C(OC)=CC=C2C=1C=C(C)N2)C1C=CC=CC=1>>[OH:8][C:9]1[C:17]([O:18][CH3:19])=[CH:16][CH:15]=[C:14]2[C:10]=1[CH:11]=[C:12]([CH3:21])[NH:13]2. Reported procedure: This compound is obtained according to the operating method described in Example 2c, in which the 4-benzyloxy-5-ethoxy-2-methylindole is replaced by 4-benzyloxy-5-methoxy-2-methylindole. Following the operating method of Example 2 a pale yellow powder is obtained (yield=89%, m.p.=118°-119° C.). Conditions: temperature 0 celsius, time 15 minute. As a reaction SMILES: [CH3:1][C:2]1([CH3:14])[C:11]2[C:6](=[CH:7][CH:8]=[C:9]([C:12]#[CH:13])[CH:10]=2)[O:5][CH2:4][CH2:3]1.C([Li])CCC.Br[C:21]1[CH:31]=[CH:30][C:24]([C:25]([O:27][CH2:28][CH3:29])=[O:26])=[CH:23][CH:22]=1>O1CCCC1.CCCCCC>[CH3:1][C:2]1([CH3:14])[C:11]2[C:6](=[CH:7][CH:8]=[C:9]([C:12]#[C:13][C:21]3[CH:31]=[CH:30][C:24]([C:25]([O:27][CH2:28][CH3:29])=[O:26])=[CH:23][CH:22]=3)[CH:10]=2)[O:5][CH2:4][CH2:3]1. The product is CC1(CCOC2=CC=C(C=C12)C#CC1=CC=C(C(=O)OCC)C=C1)C (Ethyl 4-[4,4-dimethylchroman-6-ylethynyl]benzoate). The reactants are tetrakistriphenylphosphine palladium, fused zinc chloride, BrC1=CC=C(C(=O)OCC)C=C1 (ethyl 4-bromobenzoate), CC1(CCOC2=CC=C(C=C12)C#C)C (4,4-dimethyl-6-ethynyl chroman), C(CCC)[Li] (n-butyl lithium), alkynyl zinc chloride. Solvent: O1CCCC1 (tetrahydrofuran), O1CCCC1 (tetrahydrofuran), O1CCCC1 (tetrahydrofuran), O1CCCC1 (tetrahydrofuran), CCCCCC (hexane). Procedure: Reaction vessels used in this procedure were flame dried under vacuum and all operations were carried out in an oxygen-free, argon or nitrogen atmosphere. To a solution of 509.4 mg (2.74 mmol) of 4,4-dimethyl-6-ethynyl chroman (from Example 10) in 4 ml of dry tetrahydrofuran at 0° C. was added dropwise 1.72 ml of 1.6M (2.75 mmol) of n-butyl lithium in hexane. Stirring was commenced at 0° C. for 30 minutes and at room temperature for 15 minutes, after which the solution was cooled again to 0° C. ... Reactants: OC1(C=2C=C3CCC4=CC=CC(C2CCC1)=C43)C (7-hydroxy-7-methyl-7,8,9,10-tetrahydroacephenanthrene), C12(C(=O)CC(CC1)C2(C)C)CS(=O)(=O)O (camphorsulfonic acid). Run in C1(=CC=CC=C1)C (toluene), C(C)(=O)OCC (ethyl acetate). Product: CC=1C=2C=C3CCC4=CC=CC(C2CCC1)=C43 (7-Methyl-9,10-dihydroacephenanthrene). Isolated yield 92.2%. As a reaction SMILES: O[C:2]1([CH3:18])[CH2:16][CH2:15][CH2:14][C:13]2[C:12]3=[C:17]4[C:5]([CH2:6][CH2:7][C:8]4=[CH:9][CH:10]=[CH:11]3)=[CH:4][C:3]1=2.C12(CS(O)(=O)=O)C(C)(C)C(CC1)CC2=O>C1(C)C=CC=CC=1.C(OCC)(=O)C>[CH3:18][C:2]1[C:3]2[CH:4]=[C:5]3[C:17]4[C:8](=[CH:9][CH:10]=[CH:11][C:12]=4[C:13]=2[CH2:14][CH2:15][CH:16]=1)[CH2:7][CH2:6]3. Procedure: A solution of 7-hydroxy-7-methyl-7,8,9,10-tetrahydroacephenanthrene (0.15 g, 0.64 mmol) and camphorsulfonic acid (0.02 g, 0.064 mmol) in toluene (20 mL) was heated at reflux for 1 h. The reaction was allowed to cool and was diluted with ethyl acetate (20 mL). The organic solution was washed with saturated aqueous sodium carbonate solution (3×15 mL) and water (3×15 mL), dried over magnesium sulfate, and concentrated under reduced pressure. The reaction product was purified by flash chromatography... Reactants: CSC1=NC=2CCCCC2C(N1)=O (2-Methylsulfanyl-5,6,7,8-tetrahydro-3H-quinazolin-4-one), N1(CCNCC1)C(=O)N1CCOCC1 (piperazinocarboxylic acid morpholide). Run in C(CC(C)C)O (isoamyl alcohol), C(C)#N (acetonitrile). Yields the product N1(CCOCC1)C(=O)N1CCN(CC1)C1=NC=2CCCCC2C(N1)=O (2-[4-(Morpholine-4-carbonyl)piperazin-1-yl]-5,6,7,8-tetrahydro-3H-quinazolin-4-one). As a reaction SMILES: CS[C:3]1[NH:12][C:11](=[O:13])[C:10]2[CH2:9][CH2:8][CH2:7][CH2:6][C:5]=2[N:4]=1.[N:14]1([C:20]([N:22]2[CH2:27][CH2:26][O:25][CH2:24][CH2:23]2)=[O:21])[CH2:19][CH2:18][NH:17][CH2:16][CH2:15]1>C(O)CC(C)C.C(#N)C>[N:22]1([C:20]([N:14]2[CH2:15][CH2:16][N:17]([C:3]3[NH:12][C:11](=[O:13])[C:10]4[CH2:9][CH2:8][CH2:7][CH2:6][C:5]=4[N:4]=3)[CH2:18][CH2:19]2)=[O:21])[CH2:23][CH2:24][O:25][CH2:26][CH2:27]1. Reported procedure: 2-Methylsulfanyl-5,6,7,8-tetrahydro-3H-quinazolin-4-one (100 mg; 0.51 mmol) and piperazinocarboxylic acid morpholide (152.3 mg; 0.76 mmol) are reacted in isoamyl alcohol (1.5 ml) in accordance with the procedure for Example 1 (reaction time 8 h) and worked up. The crystals obtained are dissolved in acetonitrile and water and freeze-dried; yield: 38 mg (21%), crystals; Starting materials: C[N+]1(CCOCC1)[O-] (4-methylmorpholine N-oxide), O1CCCC1.O (tetrahydrofuran water), C(C)(C)(C)OC(=O)NC1=NC(=CC=C1)CCC=C ((tert-butoxy)-N-(6-but-3-enyl(2-pyridyl))carboxamide). The reagents and catalysts are [Os](=O)(=O)(=O)=O (osmium tetraoxide). Reaction conditions: time 18 hour. The product is OC(CCC1=CC=CC(=N1)NC(=O)OC(C)(C)C)CO (N-[6-(3,4-dihydroxybutyl)(2-pyridyl)](tert-butoxy)carboxamide). Reaction SMILES: C[N+]1([O-])CC[O:5]CC1.[O:9]1[CH2:13][CH2:12][CH2:11][CH2:10]1.O.[C:15]([O:19][C:20]([NH:22][C:23]1[CH:28]=[CH:27][CH:26]=[C:25](CCC=C)[N:24]=1)=[O:21])([CH3:18])([CH3:17])[CH3:16]>[Os](=O)(=O)(=O)=O>[OH:5][CH:12]([CH2:13][OH:9])[CH2:11][CH2:10][C:25]1[N:24]=[C:23]([NH:22][C:20]([O:19][C:15]([CH3:18])([CH3:17])[CH3:16])=[O:21])[CH:28]=[CH:27][CH:26]=1 |f:1.2|. Reported procedure: To a stirring solution of 4-methylmorpholine N-oxide(2.1 eq) and osmium tetraoxide (2.5 eq) in tetrahydrofuran/water (5 eq/1 eq) was added (tert-butoxy)-N-(6-but-3-enyl(2-pyridyl))carboxamide (1.0 eq) at 25° C. and stirred for 18 hr. The reaction was quenched with solution of sodium bisulfate (0.5M) and sodium sulfite (1M) and stirred for 30 mins. The reaction was poured into a brine and extracted with ethyl acetate. The organic layer was dried with sodium sulfate, filtered and concentrated in v... Reported procedure: To a solution of ethyl 1-((1R,3S)-3-(benzyloxycarbonylamino)-2,2-dimethylcyclobutanecarbonyl)piperidine-4-carboxylate (step 1, 1.30 g) in ethyl acetate (50 ml), Pd/C (100 mg) was added carefully under argon atmosphere. Then the reaction mixture was stirred for overnight under hydrogen conditions. After completion of the reaction (monitored by TLC), diluted with ethyl acetate, filtered on celite, washed with ethyl acetate. The combined organic extracts were concentrated under reduced pressure to ... Reagents/catalysts: [Pd] (Pd/C). The solvent is C(C)(=O)OCC (ethyl acetate), C(C)(=O)OCC (ethyl acetate). The reactants are C(C1=CC=CC=C1)OC(=O)N[C@@H]1C([C@@H](C1)C(=O)N1CCC(CC1)C(=O)OCC)(C)C (ethyl 1-((1R,3S)-3-(benzyloxycarbonylamino)-2,2-dimethylcyclobutanecarbonyl)piperidine-4-carboxylate). Product: N[C@@H]1C([C@@H](C1)C(=O)N1CCC(CC1)C(=O)OCC)(C)C (ethyl 1-((1R,3S)-3-amino-2,2-dimethylcyclobutanecarbonyl)piperidine-4-carboxylate). Reaction SMILES: C(OC([NH:11][C@H:12]1[CH2:15][C@@H:14]([C:16]([N:18]2[CH2:23][CH2:22][CH:21]([C:24]([O:26][CH2:27][CH3:28])=[O:25])[CH2:20][CH2:19]2)=[O:17])[C:13]1([CH3:30])[CH3:29])=O)C1C=CC=CC=1>C(OCC)(=O)C.[Pd]>[NH2:11][C@H:12]1[CH2:15][C@@H:14]([C:16]([N:18]2[CH2:19][CH2:20][CH:21]([C:24]([O:26][CH2:27][CH3:28])=[O:25])[CH2:22][CH2:23]2)=[O:17])[C:13]1([CH3:29])[CH3:30]. Reaction conditions: time 8 hour.